From a dataset of the Open Reaction Database (ORD), a public repository of structured organic reaction records. describe an organic reaction: reactants, conditions, products, and yield Reactants: Fc1ccccc1CCBr, CC(=O)NCc1ccc2c(c1)N(C1CCNCC1)CC2. Yields the product CC(=O)NCc1ccc2c(c1)N(C1CCN(CCc3ccccc3F)CC1)CC2. Reaction SMILES: [F:21][c:22]1[c:23]([CH2:24][CH2:25][Br:26])[cH:27][cH:28][cH:29][cH:30]1.[NH:1]1[CH2:2][CH2:3][CH:4]([N:7]2[CH2:8][CH2:9][c:10]3[cH:11][cH:12][c:13]([CH2:16][NH:17][C:18]([CH3:19])=[O:20])[cH:14][c:15]32)[CH2:5][CH2:6]1>>[N:1]1([CH2:25][CH2:24][c:23]2[c:22]([F:21])[cH:30][cH:29][cH:28][cH:27]2)[CH2:2][CH2:3][CH:4]([N:7]2[CH2:8][CH2:9][c:10]3[cH:11][cH:12][c:13]([CH2:16][NH:17][C:18]([CH3:19])=[O:20])[cH:14][c:15]32)[CH2:5][CH2:6]1. Reactants: O=C([O-])O, [Li]CCCC, C=CCOc1c(C(C)(C)C)cc(C)cc1[Si](Cl)(CC)CC, C1CCOC1, CC1(C)C=C2CC3=c4ccccc4=CC(C)(C)C3=C2CC1, Cc1ccccc1, CCCCCC, [Na+], [Na+], [Na+], O=C([O-])[O-]. Product: C=CCOc1c(C(C)(C)C)cc(C)cc1[Si](CC)(CC)C1C2=CC(C)(C)CCC2=C2C1=c1ccccc1=CC2(C)C. As a reaction SMILES: [C:48](=[O:49])([O-:50])[OH:51].[CH2:22]([Li:23])[CH2:24][CH2:25][CH3:26].[CH2:27]([CH:28]=[CH2:29])[O:30][c:31]1[c:32]([Si:42]([CH2:43][CH3:44])([CH2:45][CH3:46])[Cl:47])[cH:33][c:34]([CH3:41])[cH:35][c:36]1[C:37]([CH3:38])([CH3:39])[CH3:40].[CH2:59]1[O:60][CH2:61][CH2:62][CH2:63]1.[CH3:1][C:2]1([CH3:21])[C:3]2=[C:4]3[CH2:5][CH2:6][C:7]([CH3:19])([CH3:20])[CH:8]=[C:9]3[CH2:10][C:11]2=[c:12]2[c:13]([cH:15][cH:16][cH:17][cH:18]2)=[CH:14]1.[CH3:64][c:65]1[cH:66][cH:67][cH:68][cH:69][cH:70]1.[CH3:71][CH2:72][CH2:73][CH2:74][CH2:75][CH3:76].[Na+:52].[Na+:53].[Na+:54].[O-:55][C:56](=[O:57])[O-:58]>>[CH3:1][C:2]1([CH3:21])[C:3]2=[C:4]3[CH2:5][CH2:6][C:7]([CH3:19])([CH3:20])[CH:8]=[C:9]3[CH:10]([Si:42]([c:32]3[c:31]([O:30][CH2:27][CH:28]=[CH2:29])[c:36]([C:37]([CH3:38])([CH3:39])[CH3:40])[cH:35][c:34]([CH3:41])[cH:33]3)([CH2:43][CH3:44])[CH2:45][CH3:46])[C:11]2=[c:12]2[c:13]([cH:15][cH:16][cH:17][cH:18]2)=[CH:14]1. Yield: 30.9%. Reaction SMILES: [CH2:1]([C:3]1[N:7]([C:8]2[N:16]=[C:15]3[C:11]([N:12]=[C:13]([CH:18]=O)[N:14]3[CH3:17])=[C:10]([N:20]3[CH2:25][CH2:24][O:23][CH2:22][CH2:21]3)[N:9]=2)[C:6]2[CH:26]=[CH:27][CH:28]=[CH:29][C:5]=2[N:4]=1)[CH3:2].[NH:30]1[CH2:33][CH:32]([C:34]([N:36]2[CH2:40][CH2:39][C@H:38]([OH:41])[CH2:37]2)=[O:35])[CH2:31]1.C(O[BH-](OC(=O)C)OC(=O)C)(=O)C.[Na+]>ClCCCl>[CH2:1]([C:3]1[N:7]([C:8]2[N:16]=[C:15]3[C:11]([N:12]=[C:13]([CH2:18][N:30]4[CH2:33][CH:32]([C:34]([N:36]5[CH2:40][CH2:39][C@H:38]([OH:41])[CH2:37]5)=[O:35])[CH2:31]4)[N:14]3[CH3:17])=[C:10]([N:20]3[CH2:25][CH2:24][O:23][CH2:22][CH2:21]3)[N:9]=2)[C:6]2[CH:26]=[CH:27][CH:28]=[CH:29][C:5]=2[N:4]=1)[CH3:2] |f:2.3|. Run at time 4 hour. Reported procedure: A mixture of 2-(2-ethylbenzoimidazol-1-yl)-9-methyl-6-morpholin-4-yl-9H-purine-8-carbaldehyde (75 mg, 0.19 mmol), azetidin-3-yl-((S)-3-hydroxypyrrolidin-1-yl)methanone (65 mg, 0.38 mmol), and 4 Å molecular sieves (250 mg) in 1,2-dichloroethane (2 mL) was stirred at RT for 4 h. Sodium triacetoxyborohydride (81 mg, 0.38 mmol) was added and the resulting reaction mixture was stirred at RT under nitrogen atmosphere for 60 h. The suspension was filtered through Celite and the filtrate was concentrate... Yields the product C(C)C1=NC2=C(N1C1=NC(=C3N=C(N(C3=N1)C)CN1CC(C1)C(=O)N1C[C@H](CC1)O)N1CCOCC1)C=CC=C2 ((S)-(1-((2-(2-ethyl-1H-benzo[d]imidazol-1-yl)-9-methyl-6-morpholino-9H-purin-8-yl)methyl)azetidin-3-yl)(3-hydroxypyrrolidin-1-yl)methanone). Run in ClCCCl (1,2-dichloroethane). Reactants: C(C)C1=NC2=C(N1C1=NC(=C3N=C(N(C3=N1)C)C=O)N1CCOCC1)C=CC=C2 (2-(2-ethylbenzoimidazol-1-yl)-9-methyl-6-morpholin-4-yl-9H-purine-8-carbaldehyde), N1CC(C1)C(=O)N1C[C@H](CC1)O (azetidin-3-yl-((S)-3-hydroxypyrrolidin-1-yl)methanone), C(C)(=O)O[BH-](OC(C)=O)OC(C)=O.[Na+] (Sodium triacetoxyborohydride).